From a dataset of the Open Reaction Database (ORD), a public repository of structured organic reaction records. describe an organic reaction: reactants, conditions, products, and yield Reactants: [Si](C)(C)(C(C)(C)C)OC[C@@H]1C[C@H]([C@@H]2OC(O[C@@H]21)=S)N2C=CC1=C2N=CN=C1N[C@H]1CCC2=CC=CC=C12 ((3aR,4S,6R,6aS)-4-({[tert-butyl(dimethyl)silyl]oxy}methyl)-6-{4-[(1S)-2,3-dihydro-1H-inden-1-ylamino]-7H-pyrrolo[2,3-d]pyrimidin-7-yl}tetrahydro-3aH-cyclopenta[d][1,3]dioxole-2-thione), CN1P(N(CC1)C)C1=CC=CC=C1 (1,3-dimethyl-2-phenyl-1,3,2-diazaphospholidine). The solvent is C1CCOC1 (THF). Reaction conditions: temperature 0 celsius, time 10 minute. Product: [Si](C)(C)(C(C)(C)C)OC[C@H]1C=C[C@@H](C1)N1C=CC2=C1N=CN=C2N[C@H]2CCC1=CC=CC=C21 (7-[(1R,4R)-4-({[tert-Butyl(dimethyl)silyl]oxy}methyl)cyclopent-2-en-1-yl]-N-[(1S)-2,3-dihydro-1H-inden-1-yl]-7H-pyrrolo[2,3-d]pyrimidin-4-amine). The yield is 69.2%. As a reaction SMILES: [Si:1]([O:8][CH2:9][C@H:10]1[C@@H:17]2[C@@H:13](OC(=S)O2)[C@H:12]([N:19]2[C:23]3[N:24]=[CH:25][N:26]=[C:27]([NH:28][C@@H:29]4[C:37]5[C:32](=[CH:33][CH:34]=[CH:35][CH:36]=5)[CH2:31][CH2:30]4)[C:22]=3[CH:21]=[CH:20]2)[CH2:11]1)([C:4]([CH3:7])([CH3:6])[CH3:5])([CH3:3])[CH3:2].CN1CCN(C)P1C1C=CC=CC=1>C1COCC1>[Si:1]([O:8][CH2:9][C@@H:10]1[CH2:11][C@@H:12]([N:19]2[C:23]3[N:24]=[CH:25][N:26]=[C:27]([NH:28][C@@H:29]4[C:37]5[C:32](=[CH:33][CH:34]=[CH:35][CH:36]=5)[CH2:31][CH2:30]4)[C:22]=3[CH:21]=[CH:20]2)[CH:13]=[CH:17]1)([C:4]([CH3:7])([CH3:5])[CH3:6])([CH3:2])[CH3:3]. Reported procedure: To a solution of (3aR,4S,6R,6aS)-4-({[tert-butyl(dimethyl)silyl]oxy}methyl)-6-{4-[(1S)-2,3-dihydro-1H-inden-1-ylamino]-7H-pyrrolo[2,3-d]pyrimidin-7-yl}tetrahydro-3aH-cyclopenta[d][1,3]dioxole-2-thione (138 mg, 0.257 mmol) in THF (0.860 mL) at 0° C. under an atmosphere of nitrogen was added 1,3-dimethyl-2-phenyl-1,3,2-diazaphospholidine (0.147 mL, 0.793 mmol) dropwise. The solution was stirred for 10 min at 0° C. and then at rt for 5 h. The solvent was removed and the residue was purified by sili... Reported procedure: The title compound was prepared as a yellow oil in 86.6% yield in a similar procedure to that described in Referential Example 97 by using 2,3-dimethyl-5-(3-phenylpropionyl)pyrrole and 3-bromomethyl-1-propene. The yield is 86.6%. Starting materials: CC=1NC(=CC1C)C(CCC1=CC=CC=C1)=O (2,3-dimethyl-5-(3-phenylpropionyl)pyrrole), BrCCC=C (3-bromomethyl-1-propene). Product: CC=1N(C(=CC1C)C(CCC1=CC=CC=C1)=O)CC=C (2,3-Dimethyl-5-(3-phenylpropionyl)-1-(2-propenyl)pyrrole). As a reaction SMILES: [CH3:1][C:2]1[NH:3][C:4]([C:8](=[O:17])[CH2:9][CH2:10][C:11]2[CH:16]=[CH:15][CH:14]=[CH:13][CH:12]=2)=[CH:5][C:6]=1[CH3:7].Br[CH2:19][CH2:20][CH:21]=C>>[CH3:1][C:2]1[N:3]([CH2:21][CH:20]=[CH2:19])[C:4]([C:8](=[O:17])[CH2:9][CH2:10][C:11]2[CH:16]=[CH:15][CH:14]=[CH:13][CH:12]=2)=[CH:5][C:6]=1[CH3:7]. The reactants are CCN=C=O, CCN(C(C)C)C(C)C, C[Si](C)(C)CCOCC(Oc1nc2cc(Cl)c(Cl)cc2[nH]1)C1(c2ccc(-c3cccc(C#N)c3)cc2)CCNCC1, ClCCl. Product: CCNC(=O)N1CCC(c2ccc(-c3cccc(C#N)c3)cc2)(C(COCC[Si](C)(C)C)Oc2nc3cc(Cl)c(Cl)cc3[nH]2)CC1. As a reaction SMILES: [CH2:42]([CH3:43])[N:44]=[C:45]=[O:46].[CH:47]([N:48]([CH:49]([CH3:50])[CH3:51])[CH2:52][CH3:53])([CH3:54])[CH3:55].[Cl:1][c:2]1[cH:3][c:4]2[c:5]([nH:6][c:7]([O:9][CH:10]([CH2:11][O:12][CH2:13][CH2:14][Si:15]([CH3:16])([CH3:17])[CH3:18])[C:19]3([c:25]4[cH:26][cH:27][c:28](-[c:31]5[cH:32][c:33]([C:37]#[N:38])[cH:34][cH:35][cH:36]5)[cH:29][cH:30]4)[CH2:20][CH2:21][NH:22][CH2:23][CH2:24]3)[n:8]2)[cH:39][c:40]1[Cl:41].[Cl:56][CH2:57][Cl:58]>>[Cl:1][c:2]1[cH:3][c:4]2[c:5]([n:6][c:7]([O:9][CH:10]([CH2:11][O:12][CH2:13][CH2:14][Si:15]([CH3:16])([CH3:17])[CH3:18])[C:19]3([c:25]4[cH:26][cH:27][c:28](-[c:31]5[cH:32][c:33]([C:37]#[N:38])[cH:34][cH:35][cH:36]5)[cH:29][cH:30]4)[CH2:20][CH2:21][N:22]([C:45]([NH:44][CH2:42][CH3:43])=[O:46])[CH2:23][CH2:24]3)[nH:8]2)[cH:39][c:40]1[Cl:41]. Reactants: FC(C=1C=C(CCC(=O)O)C=CC1)(F)F (3-trifluoromethylbenylacetic acid), solution, C[Si](C)(C)[N-][Si](C)(C)C.[Li+] (lithium bis[trimethylsilyl]amide), [H-].[Na+] (sodium hydride), C(C)OC(=O)C(C1=CC=CC=C1)CC#N ((α-ethoxycarbonylbenzyl)acetonitrile). Solvent: O (water), O1CCCC1 (tetrahydrofuran), O1CCCC1 (tetrahydrofuran), O1CCCC1 (tetrahydrofuran), O1CCCC1 (tetrahydrofuran). Conditions: temperature 0 celsius, time 16.5 hour. Product: FC(C=1C=C(CC(=O)C(C2=CC=CC=C2)CC#N)C=CC1)(F)F ([α-(3-Trifluoromethylbenylcarbonyl)Benzyl]Acetonitrile). Isolated yield 54.0%. RXN SMILES: [F:1][C:2]([F:15])([F:14])[C:3]1[CH:4]=[C:5]([CH:11]=[CH:12][CH:13]=1)[CH2:6]CC(O)=O.[H-].[Na+].C[Si]([N-][Si](C)(C)C)(C)C.[Li+].C(O[C:31]([CH:33]([CH2:40][C:41]#[N:42])[C:34]1[CH:39]=[CH:38][CH:37]=[CH:36][CH:35]=1)=[O:32])C>O1CCCC1.O>[F:1][C:2]([F:14])([F:15])[C:3]1[CH:4]=[C:5]([CH:11]=[CH:12][CH:13]=1)[CH2:6][C:31]([CH:33]([CH2:40][C:41]#[N:42])[C:34]1[CH:35]=[CH:36][CH:37]=[CH:38][CH:39]=1)=[O:32] |f:1.2,3.4|. Reported procedure: In this example 42 g of 3-trifluoromethylbenylacetic acid in 100 ml of tetrahydrofuran was added to a cooled slurry containing 9.65 g of sodium hydride in 50 ml of tetrahydrofuran. The resulting mixture was allowed to stand for about 15-18 hours at room temperature, under a nitrogen atmosphere. The mixture was cooled to 0° C. and then 201 ml of a 1 molar solution of lithium bis[trimethylsilyl]amide in tetrahydrofuran was added. This mixture was stirred for 20 minutes at 0° C. and then 20.4 g of ... Reactants: CCOC(C)=O, Cn1ccc2ccc(NC(=O)c3ccc(Cl)nc3)cc21, CCOC(=O)C1CCNCC1. The product is CCOC(=O)C1CCN(c2ccc(C(=O)Nc3ccc4ccn(C)c4c3)cn2)CC1. As a reaction SMILES: [CH3:32][CH2:33][O:34][C:35]([CH3:36])=[O:37].[Cl:1][c:2]1[n:3][cH:4][c:5]([C:6](=[O:7])[NH:8][c:9]2[cH:10][cH:11][c:12]3[cH:13][cH:14][n:15]([CH3:18])[c:16]3[cH:17]2)[cH:19][cH:20]1.[NH:21]1[CH2:22][CH2:23][CH:24]([C:25](=[O:26])[O:27][CH2:28][CH3:29])[CH2:30][CH2:31]1>>[c:2]1([N:21]2[CH2:22][CH2:23][CH:24]([C:25](=[O:26])[O:27][CH2:28][CH3:29])[CH2:30][CH2:31]2)[n:3][cH:4][c:5]([C:6](=[O:7])[NH:8][c:9]2[cH:10][cH:11][c:12]3[cH:13][cH:14][n:15]([CH3:18])[c:16]3[cH:17]2)[cH:19][cH:20]1. The reactants are ClC=1C=CC2=C(N(C(C3=C(N=CC=C23)C)=O)C)C1 (8-Chloro-4,6-dimethylbenzo[c][2,7]naphthyridin-5(6H)-one), OCC(CC(C)C)(C)NC(OC(C)(C)C)=O (tert-butyl (1-hydroxy-2,4-dimethylpentan-2-yl)carbamate). Yields the product C(C)(C)(C)OC(NC(COC=1C=CC2=C(N(C(C3=C(N=CC=C23)C)=O)C)C1)(CC(C)C)C)=O (tert-butyl(1-((4,6-dimethyl-5-oxo-5,6-dihydrobenzo[c][2,7]naphthyridin-8-yl)oxy)-2,4-dimethylpentan-2-yl)carbamate). Yield: 34.3%. RXN SMILES: Cl[C:2]1[CH:3]=[CH:4][C:5]2[C:14]3[C:9](=[C:10]([CH3:15])[N:11]=[CH:12][CH:13]=3)[C:8](=[O:16])[N:7]([CH3:17])[C:6]=2[CH:18]=1.[OH:19][CH2:20][C:21]([NH:27][C:28](=[O:34])[O:29][C:30]([CH3:33])([CH3:32])[CH3:31])([CH3:26])[CH2:22][CH:23]([CH3:25])[CH3:24]>>[C:30]([O:29][C:28](=[O:34])[NH:27][C:21]([CH3:26])([CH2:22][CH:23]([CH3:24])[CH3:25])[CH2:20][O:19][C:2]1[CH:3]=[CH:4][C:5]2[C:14]3[C:9](=[C:10]([CH3:15])[N:11]=[CH:12][CH:13]=3)[C:8](=[O:16])[N:7]([CH3:17])[C:6]=2[CH:18]=1)([CH3:33])([CH3:32])[CH3:31]. Reported procedure: 8-Chloro-4,6-dimethylbenzo[c][2,7]naphthyridin-5(6H)-one (0.15 g, 0.580 mmol), prepared as described in Example 16, Part G, and tert-butyl (1-hydroxy-2,4-dimethylpentan-2-yl)carbamate (0.161 g, 0.696 mmol) were subjected to the Buchwald coupling as described in Example 16, Part H, to afford tert-butyl(1-((4,6-dimethyl-5-oxo-5,6-dihydrobenzo[c][2,7]naphthyridin-8-yl)oxy)-2,4-dimethylpentan-2-yl)carbamate (0.22 g, 0.199 mmol, 34% crude yield). Crude product was used for next step without further p... The reactants are C(F)(F)(F)C(F)(F)C(F)(F)OC(F)(F)C(F)(F)C(F)(F)C(=O)O (CF3CF2CF2OCF2CF2CF2COOH), C(F)(F)(F)C(F)(F)C(F)(F)OC(F)(F)C(F)(F)C(F)(F)C(=O)[O-].[NH4+] (CF3CF2CF2OCF2CF2CF2COONH4), C(F)(F)(F)C(F)(F)C(F)OC(F)(F)C(F)C(F)(F)C(=O)O (CF3CF2CHFOCF2CHFCF2COOH), N (ammonia). Product: C(F)(F)(F)C(F)(F)C(F)OC(F)(F)C(F)C(F)(F)C(=O)[O-].[NH4+] (CF3CF2CHFOCF2CHFCF2COONH4). As a reaction SMILES: [C:1]([C:5]([C:8]([O:11][C:12]([C:15]([C:18]([C:21]([OH:23])=[O:22])([F:20])[F:19])(F)[F:16])([F:14])[F:13])(F)[F:9])([F:7])[F:6])([F:4])([F:3])[F:2].C(C(C(OC(C(C(C(O)=O)(F)F)F)(F)F)F)(F)F)(F)(F)F.[NH3:45].C(C(C(OC(C(C(C([O-])=O)(F)F)(F)F)(F)F)(F)F)(F)F)(F)(F)F.[NH4+]>>[C:1]([C:5]([CH:8]([O:11][C:12]([CH:15]([C:18]([C:21]([O-:23])=[O:22])([F:19])[F:20])[F:16])([F:13])[F:14])[F:9])([F:7])[F:6])([F:4])([F:3])[F:2].[NH4+:45] |f:3.4,5.6|. Procedure: NMR analysis clarified that the fraction 1 was CF3CF2CF2OCF2CF2CF2COOH and the fraction 2 was CF3CF2CHFOCF2CHFCF2COOH. These were neutralized with ammonia so that CF3CF2CF2OCF2CF2CF2COONH4 and CF3CF2CHFOCF2CHFCF2COONH4 were obtained.